The task is: describe an organic reaction: reactants, conditions, products, and yield. This data is from the Open Reaction Database (ORD), a public repository of structured organic reaction records. Isolated yield 42.0%. The product is ON1C(C(NC2=CC(=CC=C12)OC)=O)=O (1-hydroxy-6-methoxyquinoxaline-2,3(1H,4H)-dione). Reported procedure: 0.21 g (0.8 mmol) N-ethoxalyl-5-methoxy-2-nitroaniline in 10 ml dimethylformamide was hydrogenated at atm. pressure by using 10 mg 5% Pt-C as a catalyst. The reaction mixture was filtered and 5 drops of 25% aqueous ammonia was added to the filtrate. The precipitate was filtered off, and the filter cake was washed several times with 1N aqueous potassium hydroxide. The filtrate was acidified with concentrated hydrochloric acid, and the precipitate was filtered off, washed with water, ethanol and e... The solvent is CN(C=O)C (dimethylformamide). RXN SMILES: [C:1]([NH:8][C:9]1[CH:14]=[C:13]([O:15][CH3:16])[CH:12]=[CH:11][C:10]=1[N+:17]([O-:19])=O)([C:3](OCC)=[O:4])=[O:2]>CN(C)C=O.[Pt]>[OH:19][N:17]1[C:10]2[C:9](=[CH:14][C:13]([O:15][CH3:16])=[CH:12][CH:11]=2)[NH:8][C:1](=[O:2])[C:3]1=[O:4]. Reagents/catalysts: [Pt] (Pt-C). The reactants are C(=O)(C(=O)OCC)NC1=C(C=CC(=C1)OC)[N+](=O)[O-] (N-ethoxalyl-5-methoxy-2-nitroaniline). The reactants are N1=C(C=CC2=CC=CC=C12)COC1=CC=C(CC2=CC=C(C(=O)Cl)C=C2)C=C1 (4-(4-(2-quinolinylmethyloxy)benzyl) benzoyl chloride), [OH-].[NH4+] (ammonium hydroxide), O1CCCC1 (tetrahydrofuran). Reaction conditions: time 8 hour. Product: N1=C(C=CC2=CC=CC=C12)COC1=CC=C(C=CC2=CC=C(C(=O)N)C=C2)C=C1 (4-(4-(2-quinolinylmethyloxy)styryl)benzamide). RXN SMILES: [N:1]1[C:10]2[C:5](=[CH:6][CH:7]=[CH:8][CH:9]=2)[CH:4]=[CH:3][C:2]=1[CH2:11][O:12][C:13]1[CH:28]=[CH:27][C:16]([CH2:17]C2C=CC(C(Cl)=O)=CC=2)=[CH:15][CH:14]=1.[OH-].[NH4+:30].[O:31]1[CH2:35][CH2:34][CH2:33][CH2:32]1>>[N:1]1[C:10]2[C:5](=[CH:6][CH:7]=[CH:8][CH:9]=2)[CH:4]=[CH:3][C:2]=1[CH2:11][O:12][C:13]1[CH:28]=[CH:27][C:16]([CH:17]=[CH:4][C:3]2[CH:2]=[CH:11][C:34]([C:35]([NH2:30])=[O:31])=[CH:33][CH:32]=2)=[CH:15][CH:14]=1 |f:1.2|. Reported procedure: A solution of 4-(4-(2-quinolinylmethyloxy)benzyl) benzoyl chloride (0.05 mol) in tetrahydrofuran (300 ml) is added to a concentrated ammonium hydroxide (25 ml) solution and the reaction stirred overnight. The reaction mixture is evaporated and partitioned between ethyl acetate and water. The ethyl acetate fraction is dried and evaporated to give 4-(4-(2-quinolinylmethyloxy)styryl)benzamide. The reactants are COC(C1=CC(C(=O)OC)=C(C(=C1)Br)OCOC)=O (5-bromo-4-methoxymethoxyisophthalic acid dimethyl ester), C[Zn]C.CCCCCC (dimethylzinc hexane), Cl (hydrochloric acid). Run in C(C)(=O)OCC (ethyl acetate), O1CCOCC1 (dioxane). Reaction conditions: temperature 120 celsius, time 5.5 hour. Yields the product COC(C1=CC(C(=O)OC)=C(C(=C1)C)O)=O (4-Hydroxy-5-methylisophthalic acid dimethyl ester). Reaction SMILES: [CH3:1][O:2][C:3](=[O:19])[C:4]1[CH:13]=[C:12](Br)[C:11]([O:15]COC)=[C:6]([C:7]([O:9][CH3:10])=[O:8])[CH:5]=1.[CH3:20][Zn]C.CCCCCC.Cl>O1CCOCC1.C(OCC)(=O)C>[CH3:1][O:2][C:3](=[O:19])[C:4]1[CH:13]=[C:12]([CH3:20])[C:11]([OH:15])=[C:6]([C:7]([O:9][CH3:10])=[O:8])[CH:5]=1 |f:1.2|. Procedure: To a solution of 5-bromo-4-methoxymethoxyisophthalic acid dimethyl ester (6.00 g) in dioxane (60 mL) were added [1,1′ bis(diphenylphosphino)ferrocene]dichloropalladium(II) dichloromethane complex (1:1) (600 mg) and 1M dimethylzinc/hexane solution (20 mL), and the mixture was stirred at 120° C. for 5.5 hours under heating. The reaction solution was allowed to stand for cooling down to room temperature, and 1M hydrochloric acid (40 mL) was added dropwise thereto. After the reaction solution was di... Reactants: C(=O)(C(F)(F)F)O (TFA), C(C)(=O)OC1CCC=2C1=NC=C(C2N2C[C@H](C[C@H](C2)C)NC(=O)OC(C)(C)C)NC(=O)C2=NC(=C(C=C2)F)C2=C(C(=CC=C2F)OC)F (4-{(3S,5R)-3-[(tert-butoxycarbonyl)amino]-5-methylpiperidin-1-yl}-3-({[6-(2,6-difluoro-3-methoxyphenyl)-5-fluoropyridin-2-yl]carbonyl}amino)-6,7-dihydro-5H-cyclopenta[b]pyridin-7-yl acetate), CO (MeOH), [OH-].[Na+] (NaOH). Solvent: C(Cl)Cl (DCM), C1CCOC1 (THF). Run at time 20 minute. Product: N[C@@H]1CN(C[C@@H](C1)C)C1=C2C(=NC=C1NC(=O)C1=NC(=C(C=C1)F)C1=C(C(=CC=C1F)OC)F)C(CC2)O (N-{4-[(3S,5R)-3-Amino-5-methylpiperidin-1-yl]-7-hydroxy-6,7-dihydro-5H-cyclopenta[b]pyridin-3-yl}-6-(2,6-difluoro-3-methoxyphenyl)-5-fluoropyridine-2-carboxamide). RXN SMILES: C([O:4][CH:5]1[C:9]2=[N:10][CH:11]=[C:12]([NH:29][C:30]([C:32]3[CH:37]=[CH:36][C:35]([F:38])=[C:34]([C:39]4[C:44]([F:45])=[CH:43][CH:42]=[C:41]([O:46][CH3:47])[C:40]=4[F:48])[N:33]=3)=[O:31])[C:13]([N:14]3[CH2:19][C@H:18]([CH3:20])[CH2:17][C@H:16]([NH:21]C(OC(C)(C)C)=O)[CH2:15]3)=[C:8]2[CH2:7][CH2:6]1)(=O)C.CO.[OH-].[Na+].C(O)(C(F)(F)F)=O>C(Cl)Cl.C1COCC1>[NH2:21][C@H:16]1[CH2:17][C@@H:18]([CH3:20])[CH2:19][N:14]([C:13]2[C:12]([NH:29][C:30]([C:32]3[CH:37]=[CH:36][C:35]([F:38])=[C:34]([C:39]4[C:44]([F:45])=[CH:43][CH:42]=[C:41]([O:46][CH3:47])[C:40]=4[F:48])[N:33]=3)=[O:31])=[CH:11][N:10]=[C:9]3[CH:5]([OH:4])[CH2:6][CH2:7][C:8]=23)[CH2:15]1 |f:2.3|. Reported procedure: A mixture of 4-{(3S,5R)-3-[(tert-butoxycarbonyl)amino]-5-methylpiperidin-1-yl}-3-({[6-(2,6-difluoro-3-methoxyphenyl)-5-fluoropyridin-2-yl]carbonyl}amino)-6,7-dihydro-5H-cyclopenta[b]pyridin-7-yl acetate (8.0 mg, 0.012 mmol), MeOH (140 μL), THF (71 μL) and 1.0 M aq. NaOH (78 μL, 0.078 mmol) was stirred at room temperature for 20 min. The organic solvents were removed under vacuum and dried to give the crude intermediate, which was dissolved in DCM (0.1 mL), followed by the addition of TFA (0.12 m... As a reaction SMILES: [CH2:22]1[O:23][CH2:24][CH2:25][CH2:26]1.[CH3:27][CH2:28][O:29][C:30](=[O:31])[CH3:32].[Cl-:20].[H-:1].[I:11][c:12]1[cH:13][cH:14][c:15]([CH2:16][Br:17])[cH:18][cH:19]1.[NH4+:21].[Na+:2].[OH:3][C:4]([C:5](=[O:6])[O:7][CH3:8])([CH3:9])[CH3:10]>>[O:3]([C:4]([C:5](=[O:6])[O:7][CH3:8])([CH3:9])[CH3:10])[CH2:16][c:15]1[cH:14][cH:13][c:12]([I:11])[cH:19][cH:18]1. Yields the product COC(=O)C(C)(C)OCc1ccc(I)cc1. Starting materials: C1CCOC1, CCOC(C)=O, [Cl-], [H-], BrCc1ccc(I)cc1, [NH4+], [Na+], COC(=O)C(C)(C)O. The reactants are CC(=O)O, OO, Cc1cccc(C)n1. Product: Cc1cccc(C)[n+]1[O-]. RXN SMILES: [CH3:11][C:12](=[O:13])[OH:14].[OH:9][OH:10].[n:1]1[c:2]([CH3:8])[cH:3][cH:4][cH:5][c:6]1[CH3:7]>>[n+:1]1([O-:9])[c:2]([CH3:8])[cH:3][cH:4][cH:5][c:6]1[CH3:7]. The reactants are N=1N2C(=CC1CO)CCC2 ((5,6-dihydro-4H-pyrrolo[1,2-b]pyrazol-2-yl)methanol). The reagents and catalysts are O=[Mn]=O (MnO2). Solvent: C(Cl)(Cl)Cl (CHCl3). Product: N=1N2C(=CC1C=O)CCC2 (5,6-Dihydro-4H-pyrrolo[1,2-b]pyrazole-2-carbaldehyde), oil. The yield is 91.0%. As a reaction SMILES: [N:1]1[N:2]2[CH2:10][CH2:9][CH2:8][C:3]2=[CH:4][C:5]=1[CH2:6][OH:7]>O=[Mn]=O.C(Cl)(Cl)Cl>[N:1]1[N:2]2[CH2:10][CH2:9][CH2:8][C:3]2=[CH:4][C:5]=1[CH:6]=[O:7]. Procedure details: MnO2 (activated) (24.4 g) was added to the CHCl3 (350 mL) solution of (5,6-dihydro-4H-pyrrolo[1,2-b]pyrazol-2-yl)methanol (4.87 g) and refluxed for 1 h under a nitrogen atmosphere. The reaction mixture was filtered through a pad of Celite. The filtrate was reduced under reduced pressure. The residue was applied to silica gel column chromatography, then the column was eluted with n-hexane-AcOEt (1/1-1/2). The title compound was obtained as yellow oil (4.35 g, 91%). Starting materials: COC(C1=CC(=C(C=C1)O)F)=O (3-fluoro-4-hydroxybenzoic acid methyl ester), BrN1C(CCC1=O)=O (N-bromosuccinimide). Solvent: C(C)(=O)OCC (ethyl acetate), C1CCOC1 (THF). Conditions: time 2 hour. Yields the product COC(C1=CC(=C(C(=C1)F)O)Br)=O (3-Bromo-5-fluoro-4-hydroxybenzoic acid methyl ester). Yield: 79.3%. Reaction SMILES: [CH3:1][O:2][C:3](=[O:12])[C:4]1[CH:9]=[CH:8][C:7]([OH:10])=[C:6]([F:11])[CH:5]=1.[Br:13]N1C(=O)CCC1=O>C1COCC1.C(OCC)(=O)C>[CH3:1][O:2][C:3](=[O:12])[C:4]1[CH:5]=[C:6]([F:11])[C:7]([OH:10])=[C:8]([Br:13])[CH:9]=1. Procedure: To a solution of 3-fluoro-4-hydroxybenzoic acid methyl ester (1.0 g) in THF (10 mL) was added N-bromosuccinimide (1.26 g) under ice-cooling, and the mixture was stirred at room temperature for 2 hours The reaction solution was diluted with ethyl acetate, washed successively with saturated aqueous sodium bicarbonate and saturated brine, dried over anhydrous sodium sulfate, and concentrated. The residue was purified by column chromatography on silica gel (hexane:ethyl acetate=3:1, v/v) to give the... As a reaction SMILES: [CH2:1](P(CCCC)CCCC)[CH2:2][CH2:3]C.BrCCCCl.[Cl:19][SiH:20]([Cl:22])[Cl:21]>>[Cl:19][Si:20]([Cl:22])([Cl:21])[CH2:1][CH2:2][CH2:3][Si:20]([Cl:22])([Cl:21])[Cl:19].[Cl:19][SiH:20]([Cl:22])[Cl:21]. The reactants are C(CCC)P(CCCC)CCCC (tri-n-butylphosphine), BrCCCCl (1-bromo-3-chloropropane), Cl[SiH](Cl)Cl (trichlorosilane). Procedure: In the same apparatus and procedure as Example 1 above, 0.30 g (1.5 mmol) of tri-n-butylphosphine, 1.18 g (7.5 mmol) of 1-bromo-3-chloropropane, and 10.2 g (75.0 mmol) of trichlorosilane were reacted at 150° C. for 18 hrs. The resulting mixture was distilled to give 1.1 g of 1,3-bis(trichlorosily)propane (bp; 104° C./12.5 mmHg, yield; 48%), 0.3 g of 3-bromopropyl)trichlorosilane (yield; 21%), and 0.2 g of 3-(chloropropyl)trichlorosilane (bp; 88-90° C./12.5 mmHg, yield; 11%). Isolated yield 11.0%. Product: Cl[Si](CCC[Si](Cl)(Cl)Cl)(Cl)Cl (1,3-bis(trichlorosily)propane), Cl[SiH](Cl)Cl (trichlorosilane), 3-(chloropropyl)trichlorosilane.